From a dataset of the Open Reaction Database (ORD), a public repository of structured organic reaction records. describe an organic reaction: reactants, conditions, products, and yield The reactants are C(C(C)C)C1CCC=2NC(=CC21)C(=O)OC (methyl 4-isobutyl-1,4,5,6-tetrahydrocyclopenta[b]pyrrole-2-carboxylate), O.[OH-].[Li+] (lithium hydroxide monohydrate). Yields the product C(C(C)C)C1CCC=2NC(=CC21)C(=O)O (4-isobutyl-1,4,5,6-tetrahydrocyclopenta[b]pyrrole-2-carboxylic acid). The yield is 62.4%. As a reaction SMILES: [CH2:1]([CH:5]1[C:12]2[CH:11]=[C:10]([C:13]([O:15]C)=[O:14])[NH:9][C:8]=2[CH2:7][CH2:6]1)[CH:2]([CH3:4])[CH3:3].O.[OH-].[Li+]>>[CH2:1]([CH:5]1[C:12]2[CH:11]=[C:10]([C:13]([OH:15])=[O:14])[NH:9][C:8]=2[CH2:7][CH2:6]1)[CH:2]([CH3:4])[CH3:3] |f:1.2.3|. Procedure details: The title compound was synthesized from methyl 4-isobutyl-1,4,5,6-tetrahydrocyclopenta[b]pyrrole-2-carboxylate (37 mg, 0.17 mmol) and lithium hydroxide monohydrate (28 mg, 0.67 mmol) according to General Procedure 7. The crude product was dried onto Silica gel and was purified by flash chromatography (0-80% EtOAc/Heptane) to give 4-isobutyl-1,4,5,6-tetrahydrocyclopenta[b]pyrrole-2-carboxylic acid (11) as a light yellow solid (22 mg, 63%). 1H NMR (400 MHz, METHANOL-d4) δ ppm 0.94 (d, J=6.62 Hz, 3... Reactants: aqueous solution, [OH-].[Na+] (sodium hydroxide), COC(=O)C1=CC=C(C=C1)CC(C(=O)OC)=O (methyl p-methoxycarbonylphenylpyruvate), Cl (hydrochloric acid), CI (methyl iodide). Run in O1CCCC1 (tetrahydrofuran). Run at time 30 minute. Yields the product O=C(C(=O)O)C(C)C1=CC=C(C=C1)C(=O)O (2-oxo-3-(p-hydroxycarbonylphenyl)butanoic acid). As a reaction SMILES: [OH-].[Na+].C[O:4][C:5]([C:7]1[CH:12]=[CH:11][C:10]([CH2:13][C:14](=[O:19])[C:15]([O:17]C)=[O:16])=[CH:9][CH:8]=1)=[O:6].[CH3:20]I.Cl>O1CCCC1>[O:19]=[C:14]([CH:13]([C:10]1[CH:11]=[CH:12][C:7]([C:5]([OH:4])=[O:6])=[CH:8][CH:9]=1)[CH3:20])[C:15]([OH:17])=[O:16] |f:0.1|. Procedure details: A 3N aqueous solution of sodium hydroxide (20 ml; 60 mmoles) was added to 4.82 g (20 mmoles) of methyl p-methoxycarbonylphenylpyruvate, and the mixture was stirred at room temperature for 30 minutes. Then, 50 ml of tetrahydrofuran and 3.0 ml of methyl iodide were added, and the mixture was reacted at room temperature for 12 hours. After the reaction, the reaction mixture was acidified with 1N of hydrochloric acid, and extracted with ethyl acetate. The organic layer was dried over anhydrous magne...